describe an organic reaction: reactants, conditions, products, and yield From a dataset of the Open Reaction Database (ORD), a public repository of structured organic reaction records. The reactants are N#Cc1ccc(N=C=S)cc1, NCc1ccccc1N. Product: N#Cc1ccc(NC2=Nc3ccccc3CN2)cc1. Reaction SMILES: [C:10](#[N:11])[c:12]1[cH:13][cH:14][c:15]([N:18]=[C:19]=[S:20])[cH:16][cH:17]1.[NH2:1][c:2]1[c:3]([CH2:4][NH2:5])[cH:6][cH:7][cH:8][cH:9]1>>[N:1]1=[C:19]([NH:18][c:15]2[cH:14][cH:13][c:12]([C:10]#[N:11])[cH:17][cH:16]2)[NH:5][CH2:4][c:3]2[c:2]1[cH:9][cH:8][cH:7][cH:6]2. The reactants are CCOC(=O)C(C)(C)CCCBr, O=C([O-])[O-], CCO, Cl, [K+], [K+], O=C(CCCCCn1ccnc1)Nc1ccc(O)cc1. Yields the product CCOC(=O)C(C)(C)CCCOc1ccc(NC(=O)CCCCCn2ccnc2)cc1. RXN SMILES: [Br:28][CH2:29][CH2:30][CH2:31][C:32]([C:33](=[O:34])[O:35][CH2:36][CH3:37])([CH3:38])[CH3:39].[C:22](=[O:23])([O-:24])[O-:25].[CH3:40][CH2:41][OH:42].[ClH:1].[K+:26].[K+:27].[OH:2][c:3]1[cH:4][cH:5][c:6]([NH:7][C:8]([CH2:9][CH2:10][CH2:11][CH2:12][CH2:13][n:14]2[cH:15][n:16][cH:17][cH:18]2)=[O:19])[cH:20][cH:21]1>>[O:2]([c:3]1[cH:4][cH:5][c:6]([NH:7][C:8]([CH2:9][CH2:10][CH2:11][CH2:12][CH2:13][n:14]2[cH:15][n:16][cH:17][cH:18]2)=[O:19])[cH:20][cH:21]1)[CH2:29][CH2:30][CH2:31][C:32]([C:33](=[O:34])[O:35][CH2:36][CH3:37])([CH3:38])[CH3:39]. Reactants: 65, CC1=C(C(=C(C(=C1)CC)N)CC)N (1-methyl-3,5-diethyl-2,4-diaminobenzene), CC1=C(C(=CC(=C1N)CC)CC)N (1-methyl-3,5-diethyl-2,6-diaminobenzene). Yields the product CCC1=CC(=C(C(=C1N)C)N)CC.CCC1=C(C(=C(C(=C1)C)N)CC)N (DETDA). Reaction SMILES: [CH3:1][C:2]1[CH:7]=[C:6]([CH2:8][CH3:9])[C:5]([NH2:10])=[C:4]([CH2:11][CH3:12])[C:3]=1[NH2:13].[CH3:14][C:15]1[C:20]([NH2:21])=[C:19]([CH2:22][CH3:23])[CH:18]=[C:17]([CH2:24][CH3:25])[C:16]=1[NH2:26]>>[CH3:25][CH2:24][C:17]1[C:16]([NH2:26])=[C:15]([CH3:14])[C:20]([NH2:21])=[C:19]([CH2:22][CH3:23])[CH:18]=1.[CH3:9][CH2:8][C:6]1[CH:7]=[C:2]([CH3:1])[C:3]([NH2:13])=[C:4]([CH2:11][CH3:12])[C:5]=1[NH2:10] |f:2.3|. Procedure details: A mixture of 65 parts by weight of 1-methyl-3,5-diethyl-2,4-diaminobenzene and 35 parts by weight of 1-methyl-3,5-diethyl-2,6-diaminobenzene. The reactants are ClC1=CC=C(CCl)C=C1 (4-Chlorobenzyl chloride), CCN(C(C)C)C(C)C (iPr2NEt), N1CC(C(=O)OCC)CCC1 (ethyl nipecotate). Run in CC#N (CH3CN). Run at temperature 70 celsius, time 1.5 hour. The product is ClC1=CC=C(CN2CC(C(=O)OCC)CCC2)C=C1 (ethyl 1-(4-chlorobenzyl)nipecotate). Yield: 98.1%. Reaction SMILES: [Cl:1][C:2]1[CH:9]=[CH:8][C:5]([CH2:6]Cl)=[CH:4][CH:3]=1.CCN(C(C)C)C(C)C.[NH:19]1[CH2:29][CH2:28][CH2:27][CH:21]([C:22]([O:24][CH2:25][CH3:26])=[O:23])[CH2:20]1>CC#N>[Cl:1][C:2]1[CH:9]=[CH:8][C:5]([CH2:6][N:19]2[CH2:29][CH2:28][CH2:27][CH:21]([C:22]([O:24][CH2:25][CH3:26])=[O:23])[CH2:20]2)=[CH:4][CH:3]=1. Procedure details: 4-Chlorobenzyl chloride (6.42 g, 39.9 mmol) and iPr2NEt (7.74 g, 40.0 mmol) were added to a solution of ethyl nipecotate (6.29 g, 40.0 mmol) in CH3CN (15 mL). The reaction mixture was stirred at 70° C. for 1.5 h. The solvent was removed under reduced pressure. Saturated aqueous NaHCO (50 mL) was added to the residue and the mixture was extracted with EtOAc (100 mL). The organic phase was washed with saturated aqueous NaHCO3 and brine, and dried over Na2SO4. The solvent was removed under reduced ... Reactants: C[S-].[Na+] (Sodium thiomethoxide), FC1=CC(=CC2=C1C(C(=CO2)C2=CC=C(C=C2)OC)=O)OC (5-fluoro-7-methoxy-3-(4-methoxyphenyl)-4-oxo-4H-1-benzopyran). Run in C1CCOC1 (THF). Yields the product COC1=CC2=C(C(C(=CO2)C2=CC=C(C=C2)OC)=O)C(=C1)SC (7-methoxy-3-(4-methoxyphenyl)-5-methylthio-4-oxo-4H-1-benzopyran). The yield is 87.2%. RXN SMILES: [CH3:1][S-:2].[Na+].F[C:5]1[C:10]2[C:11](=[O:23])[C:12]([C:15]3[CH:20]=[CH:19][C:18]([O:21][CH3:22])=[CH:17][CH:16]=3)=[CH:13][O:14][C:9]=2[CH:8]=[C:7]([O:24][CH3:25])[CH:6]=1>C1COCC1>[CH3:25][O:24][C:7]1[CH:6]=[C:5]([S:2][CH3:1])[C:10]2[C:11](=[O:23])[C:12]([C:15]3[CH:20]=[CH:19][C:18]([O:21][CH3:22])=[CH:17][CH:16]=3)=[CH:13][O:14][C:9]=2[CH:8]=1 |f:0.1|. Reported procedure: Sodium thiomethoxide (600 mg) was added to a solution of 5-fluoro-7-methoxy-3-(4-methoxyphenyl)-4-oxo-4H-1-benzopyran (325 mg) in THF (10 mL). The mixture was refluxed for 1 h and cooled. The mixture was partitioned between ethyl acetate and water. The organic layer was washed with water and brine, and dried over MgSO4. Purification by chromatography on silica gel (eluant: ethyl acetate-chloroform, gradient from 0:100 to 5:95) gave the title compound (310 mg) as a pale yellow solid. 1H NMR (CDCl... The reactants are OCc1cc(Br)ccc1OCc1cccs1, BrC(Br)(Br)Br, ClCCl, c1ccc(P(c2ccccc2)c2ccccc2)cc1. Yields the product BrCc1cc(Br)ccc1OCc1cccs1. As a reaction SMILES: [Br:1][c:2]1[cH:3][cH:4][c:5]([O:10][CH2:11][c:12]2[s:13][cH:14][cH:15][cH:16]2)[c:6]([CH2:7][OH:8])[cH:9]1.[C:17]([Br:18])([Br:19])([Br:20])[Br:21].[Cl:41][CH2:42][Cl:43].[c:22]1([P:23]([c:24]2[cH:25][cH:26][cH:27][cH:28][cH:29]2)[c:30]2[cH:31][cH:32][cH:33][cH:34][cH:35]2)[cH:36][cH:37][cH:38][cH:39][cH:40]1>>[Br:1][c:2]1[cH:3][cH:4][c:5]([O:10][CH2:11][c:12]2[s:13][cH:14][cH:15][cH:16]2)[c:6]([CH2:7][Br:18])[cH:9]1.